This data is from the Open Reaction Database (ORD), a public repository of structured organic reaction records. The task is: describe an organic reaction: reactants, conditions, products, and yield Reactants: O=c1cc(OCc2cccnn2)ccn1CCc1ccc(CBr)cc1, CC(=O)NC1CCNCC1. Product: CC(=O)NC1CCN(Cc2ccc(CCn3ccc(OCc4cccnn4)cc3=O)cc2)CC1. RXN SMILES: [Br:1][CH2:2][c:3]1[cH:4][cH:5][c:6]([CH2:9][CH2:10][n:11]2[c:12](=[O:25])[cH:13][c:14]([O:17][CH2:18][c:19]3[n:20][n:21][cH:22][cH:23][cH:24]3)[cH:15][cH:16]2)[cH:7][cH:8]1.[NH:26]1[CH2:27][CH2:28][CH:29]([NH:32][C:33]([CH3:34])=[O:35])[CH2:30][CH2:31]1>>[CH2:2]([c:3]1[cH:4][cH:5][c:6]([CH2:9][CH2:10][n:11]2[c:12](=[O:25])[cH:13][c:14]([O:17][CH2:18][c:19]3[n:20][n:21][cH:22][cH:23][cH:24]3)[cH:15][cH:16]2)[cH:7][cH:8]1)[N:26]1[CH2:27][CH2:28][CH:29]([NH:32][C:33]([CH3:34])=[O:35])[CH2:30][CH2:31]1. The reactants are O=C1c2ccccc2C(=O)N1CC1CC(=O)N(Cc2ccccc2)c2ccccc2N1, CCO, NN, O. Product: NCC1CC(=O)N(Cc2ccccc2)c2ccccc2N1. As a reaction SMILES: [CH2:1]([c:2]1[cH:3][cH:4][cH:5][cH:6][cH:7]1)[N:8]1[C:9](=[O:31])[CH2:10][CH:11]([CH2:19][N:20]2[C:21](=[O:22])[c:23]3[cH:24][cH:25][cH:26][cH:27][c:28]3[C:29]2=[O:30])[NH:12][c:13]2[c:14]1[cH:15][cH:16][cH:17][cH:18]2.[CH3:35][CH2:36][OH:37].[NH2:33][NH2:34].[OH2:32]>>[CH2:1]([c:2]1[cH:3][cH:4][cH:5][cH:6][cH:7]1)[N:8]1[C:9](=[O:31])[CH2:10][CH:11]([CH2:19][NH2:20])[NH:12][c:13]2[c:14]1[cH:15][cH:16][cH:17][cH:18]2. Starting materials: N1(N=NC2=C1C=CC=C2)OC=2C1=C(N=C(N2)N[C@H](C)C2=CC=C(C=C2)S(=O)(=O)N)C=CC(=N1)C1=CC=C(C=C1)F ((R)-4-(1-(4-(1H-benzo[d][1, 2, 3]triazol-1-yloxy)-6-(4-fluorophenyl)pyrido[3,2-d]pyrimidin-2-ylamino)ethyl)benzenesulfonamide), C1(CC1)O (cyclopropanol), CsCO3. Run in COCCOC (DME). Product: FC1=CC=C(C=C1)C=1C=CC=2N=C(N=C(C2N1)OC1CC1)N[C@H](C)C1=CC=C(C=C1)S(=O)(=O)N ((R)-4-{1-[6-(4-Fluoro-phenyl)-4-cyclopropoxy-pyrido[3,2-d]pyrimidin-2-ylamino]-ethyl}-benzenesulfonamide). RXN SMILES: N1([O:10][C:11]2[C:12]3[N:33]=[C:32]([C:34]4[CH:39]=[CH:38][C:37]([F:40])=[CH:36][CH:35]=4)[CH:31]=[CH:30][C:13]=3[N:14]=[C:15]([NH:17][C@@H:18]([C:20]3[CH:25]=[CH:24][C:23]([S:26]([NH2:29])(=[O:28])=[O:27])=[CH:22][CH:21]=3)[CH3:19])[N:16]=2)C2C=CC=CC=2N=N1.[CH:41]1(O)[CH2:43][CH2:42]1>COCCOC>[F:40][C:37]1[CH:38]=[CH:39][C:34]([C:32]2[CH:31]=[CH:30][C:13]3[N:14]=[C:15]([NH:17][C@@H:18]([C:20]4[CH:21]=[CH:22][C:23]([S:26]([NH2:29])(=[O:28])=[O:27])=[CH:24][CH:25]=4)[CH3:19])[N:16]=[C:11]([O:10][CH:41]4[CH2:43][CH2:42]4)[C:12]=3[N:33]=2)=[CH:35][CH:36]=1. Procedure details: A mixture of (R)-4-(1-(4-(1H-benzo[d][1, 2, 3]triazol-1-yloxy)-6-(4-fluorophenyl)pyrido[3,2-d]pyrimidin-2-ylamino)ethyl)benzenesulfonamide (80 mg), cyclopropanol (0.1 ml) and CsCO3 (94 mg) in DME (3 ml) was stirred at room temperature over the weekend. The reaction mixture was concentrated and purified by reverse phase HPLC (eluting with ACN/H2O+0.1% TFA) to give the title compound, which was characterized by its NMR and mass spectrum as follows: 1H NMR (CD3OD): d 0.83-1.04 (m, 4H), 1.66-1.70 (m... Reactants: O=C([O-])[O-], CC(C)N1CCNCC1, CCOC(C)=O, COc1cc(Cl)ccc1[N+](=O)[O-], [Cs+], [Cs+], C1COCCO1, O=C(C=Cc1ccccc1)C=Cc1ccccc1, O=C(C=Cc1ccccc1)C=Cc1ccccc1, O=C(C=Cc1ccccc1)C=Cc1ccccc1, O, [Pd], [Pd]. Yields the product COc1cc(N2CCN(C(C)C)CC2)ccc1[N+](=O)[O-]. RXN SMILES: [C:22](=[O:23])([O-:24])[O-:25].[CH3:13][CH:14]([CH3:15])[N:16]1[CH2:17][CH2:18][NH:19][CH2:20][CH2:21]1.[CH3:34][CH2:35][O:36][C:37](=[O:38])[CH3:39].[Cl:1][c:2]1[cH:3][c:4]([O:11][CH3:12])[c:5]([N+:8](=[O:9])[O-:10])[cH:6][cH:7]1.[Cs+:26].[Cs+:27].[O:28]1[CH2:29][CH2:30][O:31][CH2:32][CH2:33]1.[O:43]=[C:44]([CH:45]=[CH:46][c:47]1[cH:48][cH:49][cH:50][cH:51][cH:52]1)[CH:53]=[CH:54][c:55]1[cH:56][cH:57][cH:58][cH:59][cH:60]1.[O:61]=[C:62]([CH:63]=[CH:64][c:65]1[cH:66][cH:67][cH:68][cH:69][cH:70]1)[CH:71]=[CH:72][c:73]1[cH:74][cH:75][cH:76][cH:77][cH:78]1.[O:79]=[C:80]([CH:81]=[CH:82][c:83]1[cH:84][cH:85][cH:86][cH:87][cH:88]1)[CH:89]=[CH:90][c:91]1[cH:92][cH:93][cH:94][cH:95][cH:96]1.[OH2:40].[Pd:41].[Pd:42]>>[c:2]1([N:19]2[CH2:18][CH2:17][N:16]([CH:14]([CH3:13])[CH3:15])[CH2:21][CH2:20]2)[cH:3][c:4]([O:11][CH3:12])[c:5]([N+:8](=[O:9])[O-:10])[cH:6][cH:7]1. Reactants: FC1(CCN(CC1)C(=O)C=1NC2=CC=C(C=C2C1)OC1CCN(CC1)C(C)C)F ((4,4-Difluoro-piperidin-1-yl)-[5-(1-isopropyl-piperidin-4-yloxy)-1H-indol-2-yl]-methanone), Cl.C(C)(C)(C)OC(=O)N1CCC(CC1)OC=1C=C2C=C(NC2=CC1)C(=O)O (5-(1-tert-butoxycarbonyl-piperidin-4-yloxy)-1H-indole-2-carboxylic acid hydrochloride salt), C1(CCC1)N1CCC(CC1)OC=1C=C2C=C(N(C2=CC1)C=1C=NC=NC1)C(=O)N1CCC(CC1)(F)F ([5-(1-Cyclobutyl-piperidin-4-yloxy)-1-pyrimidin-5-yl-1H-indol-2-yl]-(4,4-difluoro-piperidin-1-yl)-methanone). Product: C(C)(C)(C)OC(=O)N1CCC(CC1)OC=1C=C2C=C(NC2=CC1)C(=O)N1CCC(CC1)(F)F (4-[2-(4,4-Difluoro-piperidine-1-carbonyl)-1H-indol-5-yloxy]-piperidine-1-carboxylic acid tert-butyl ester). RXN SMILES: [F:1][C:2]1([F:29])[CH2:7][CH2:6][N:5]([C:8]([C:10]2[NH:11][C:12]3[C:17]([CH:18]=2)=[CH:16][C:15]([O:19][CH:20]2[CH2:25][CH2:24][N:23](C(C)C)[CH2:22][CH2:21]2)=[CH:14][CH:13]=3)=[O:9])[CH2:4][CH2:3]1.Cl.[C:31]([O:35][C:36](N1CCC(OC2C=C3C(=CC=2)NC(C(O)=O)=C3)CC1)=[O:37])([CH3:34])([CH3:33])[CH3:32].C1(N2CCC(OC3C=C4C(=CC=3)N(C3C=NC=NC=3)C(C(N3CCC(F)(F)CC3)=O)=C4)CC2)CCC1>>[C:31]([O:35][C:36]([N:23]1[CH2:24][CH2:25][CH:20]([O:19][C:15]2[CH:16]=[C:17]3[C:12](=[CH:13][CH:14]=2)[NH:11][C:10]([C:8]([N:5]2[CH2:6][CH2:7][C:2]([F:29])([F:1])[CH2:3][CH2:4]2)=[O:9])=[CH:18]3)[CH2:21][CH2:22]1)=[O:37])([CH3:34])([CH3:33])[CH3:32] |f:1.2|. Reported procedure: In analogy to the procedure described for the synthesis of intermediate 1, step 4, the title compound was synthesized from 5-(1-tert-butoxycarbonyl-piperidin-4-yloxy)-1H-indole-2-carboxylic acid hydrochloride salt with 1 eq. lithium chloride (example 43, step 4). The title compound was obtained in 59% yield as white solid. MS (m/e): 464.3 (MH+, 75%). Starting materials: C(=O)=O (Carbon dioxide), N(N)C(C)O (hydrazinoethanol), O (water), C(=O)=O (carbon dioxide). The product is C(O)(O)=O.N(N)C(C)O (Hydrazinoethanol carbonic acid salt). Reaction SMILES: [C:1](=[O:3])=[O:2].[NH:4]([CH:6]([OH:8])[CH3:7])[NH2:5].O>>[C:1](=[O:8])([OH:3])[OH:2].[NH:4]([CH:6]([OH:8])[CH3:7])[NH2:5] |f:3.4|. Procedure details: Carbon dioxide was introduced until saturation into a mixture of 500 g of hydrazinoethanol (6.58 mol) and 59 g of water (3.29 mol). 49.5 l of carbon dioxide (2.2 mol) were absorbed while the temperature rose to 83° C. Starting materials: ClC1=C(C=NC2=CC=C(C=C12)I)C(=O)N (4-Chloro-6-iodo-3-quinolinecarboxamide), COC=1C=C(N)C=CC1 (3-methoxyaniline). Run in C(C)O (ethanol). Product: Cl.IC=1C=C2C(=C(C=NC2=CC1)C(=O)N)NC1=CC(=CC=C1)OC (6-Iodo-4-{[3-(methyloxy)phenyl]amino}-3-quinolinecarboxamide hydrochloride). Reaction SMILES: [Cl:1][C:2]1[C:11]2[C:6](=[CH:7][CH:8]=[C:9]([I:12])[CH:10]=2)[N:5]=[CH:4][C:3]=1[C:13]([NH2:15])=[O:14].[CH3:16][O:17][C:18]1[CH:19]=[C:20]([CH:22]=[CH:23][CH:24]=1)[NH2:21]>C(O)C>[ClH:1].[I:12][C:9]1[CH:10]=[C:11]2[C:6](=[CH:7][CH:8]=1)[N:5]=[CH:4][C:3]([C:13]([NH2:15])=[O:14])=[C:2]2[NH:21][C:20]1[CH:22]=[CH:23][CH:24]=[C:18]([O:17][CH3:16])[CH:19]=1 |f:3.4|. Procedure: Intermediate 13 (5.0 g) was dissolved in ethanol (60 ml), 3-methoxyaniline (3.37 ml) (available from Aldrich) was added, and the mixture was heated under reflux for 2.5 h. The resulting precipitate was filtered off and washed with ether to give the title compound. Starting materials: C1(CCCC1)NC1=NC=CC(=N1)C1=C(N=C2N1C=CC=C2N=CN(C)C)C2=CC=C(C=C2)F (N′-[3-[2-(Cyclopentylamino)-4-pyrimidinyl]-2-(4-fluorophenyl)imidazo[1,2-α]pyridin-8-yl]-N,N-dimethylimidoformamide), [OH-].[Na+] (sodium hydroxide). Run in CO (methanol). Yields the product C1(CCCC1)NC1=NC=CC(=N1)C1=C(N=C2N1C=CC=C2N)C2=CC=C(C=C2)F (3-[2-(Cyclopentylamino)-4-pyrimidinyl]-2-(4-fluorophenyl)imidazo[1,2-α]pyridin-8-amine). The yield is 88.5%. As a reaction SMILES: [CH:1]1([NH:6][C:7]2[N:12]=[C:11]([C:13]3[N:17]4[CH:18]=[CH:19][CH:20]=[C:21]([N:22]=CN(C)C)[C:16]4=[N:15][C:14]=3[C:27]3[CH:32]=[CH:31][C:30]([F:33])=[CH:29][CH:28]=3)[CH:10]=[CH:9][N:8]=2)[CH2:5][CH2:4][CH2:3][CH2:2]1.[OH-].[Na+]>CO>[CH:1]1([NH:6][C:7]2[N:12]=[C:11]([C:13]3[N:17]4[CH:18]=[CH:19][CH:20]=[C:21]([NH2:22])[C:16]4=[N:15][C:14]=3[C:27]3[CH:28]=[CH:29][C:30]([F:33])=[CH:31][CH:32]=3)[CH:10]=[CH:9][N:8]=2)[CH2:5][CH2:4][CH2:3][CH2:2]1 |f:1.2|. Reported procedure: N′-[3-[2-(Cyclopentylamino)-4-pyrimidinyl]-2-(4-fluorophenyl)imidazo[1,2-α]pyridin-8-yl]-N,N-dimethylimidoformamide (70 mg, 0.16 mmol) was dissoved in methanol. To this solution was added 1N aqueous sodium hydroxide and the resulting mixture heated at reflux for 6 hours. The resulting mixture was concentrated in vacuo followed by addition of ethyl acetate and water. The phases were separated and the ethyl acetate phase dried (magnesium sulfate), filtered and concentrated. The resulting solid was...